From a dataset of the Open Reaction Database (ORD), a public repository of structured organic reaction records. describe an organic reaction: reactants, conditions, products, and yield The reactants are CO, O=C1CC=CC2CCC(c3cc(F)c(F)c(F)c3)N12, [H][H], O=[Pt]. Product: O=C1CCCC2CCC(c3cc(F)c(F)c(F)c3)N12. Reaction SMILES: [CH3:24][OH:25].[F:1][c:2]1[cH:3][c:4]([CH:10]2[CH2:11][CH2:12][CH:13]3[CH:14]=[CH:15][CH2:16][C:17](=[O:19])[N:18]23)[cH:5][c:6]([F:9])[c:7]1[F:8].[H:20][H:21].[Pt:22]=[O:23]>>[F:1][c:2]1[cH:3][c:4]([CH:10]2[CH2:11][CH2:12][CH:13]3[CH2:14][CH2:15][CH2:16][C:17](=[O:19])[N:18]23)[cH:5][c:6]([F:9])[c:7]1[F:8].